From a dataset of the Open Reaction Database (ORD), a public repository of structured organic reaction records. describe an organic reaction: reactants, conditions, products, and yield The reactants are C1(=CC=CC2=CC=CC=C12)S(=O)[O-].[Na+] (sodium 1-naphthalenesulfinate), BrC1=CC=CC2=CC=CC=C12 (1-bromonaphthalene), [O-2].[Ca+2] (calcium oxide). Reagents/catalysts: C(C)(=O)[O-].[Pd+2].C(C)(=O)[O-] (palladium acetate), C1(=CC=CC=C1)P(CCP(C1=CC=CC=C1)C1=CC=CC=C1)C1=CC=CC=C1 (1,2-bis(diphenylphosphino)ethane). Run in CN1C(CCC1)=O (N-methyl-2-pyrrolidone). Product: C1(=CC=CC2=CC=CC=C12)C1=CC=CC2=CC=CC=C12 (1,1'-binaphthyl). Yield: 64.0%. RXN SMILES: [C:1]1(S([O-])=O)[C:10]2[C:5](=[CH:6][CH:7]=[CH:8][CH:9]=2)[CH:4]=[CH:3][CH:2]=1.[Na+].Br[C:16]1[C:25]2[C:20](=[CH:21][CH:22]=[CH:23][CH:24]=2)[CH:19]=[CH:18][CH:17]=1.[O-2].[Ca+2]>C([O-])(=O)C.[Pd+2].C([O-])(=O)C.C1(P(C2C=CC=CC=2)CCP(C2C=CC=CC=2)C2C=CC=CC=2)C=CC=CC=1.CN1CCCC1=O>[C:1]1([C:24]2[C:25]3[C:20](=[CH:19][CH:18]=[CH:17][CH:16]=3)[CH:21]=[CH:22][CH:23]=2)[C:10]2[C:5](=[CH:6][CH:7]=[CH:8][CH:9]=2)[CH:4]=[CH:3][CH:2]=1 |f:0.1,3.4,5.6.7|. Procedure details: 4.28 g (20 mmol) of sodium 1-naphthalenesulfinate, 4.14 g (20 mmol) of 1-bromonaphthalene, 0.0225 g (0.1 mmol) of palladium acetate, 0.0478 g (0.12 mmol) of 1,2-bis(diphenylphosphino)ethane, 6.73 g (120 mmol) of calcium oxide and 60 ml of N-methyl-2-pyrrolidone were placed in a 100 ml round bottom flask and reacted at 150° C. in a nitrogen gas stream for 8 hours. After the completion of the reaction, the reaction mixture was analyzed by means of high performance liquid chromatography. The analys... Reactants: OC(C[C@]1(NC(N(CCC1)[C@@H](C)C1=CC=C(C=C1)B1OC(C(O1)(C)C)(C)C)=O)C1=CC=CC=C1)(C)C ((S)-4-(2-hydroxy-2-methylpropyl)-4-phenyl-1-((S)-1-(4-(4,4,5,5-tetramethyl-1,3,2-dioxaborolan-2-yl)phenyl)ethyl)-1,3-diazepan-2-one), BrC1=CC(N(C=C1)C)=O (4-bromo-1-methylpyridin-2(1H)-one), C(=O)([O-])[O-].[Na+].[Na+] (Na2CO3). Reagents/catalysts: Cl[Pd]([P](C1=CC=CC=C1)(C2=CC=CC=C2)C3=CC=CC=C3)([P](C4=CC=CC=C4)(C5=CC=CC=C5)C6=CC=CC=C6)Cl (Pd(PPh3)2Cl2). Run in O1CCOCC1 (1,4-dioxane). Reaction conditions: temperature 130 celsius. The product is OC(C[C@]1(NC(N(CCC1)[C@@H](C)C1=CC=C(C=C1)C1=CC(N(C=C1)C)=O)=O)C1=CC=CC=C1)(C)C ((S)-4-(2-hydroxy-2-methylpropyl)-1-((S)-1-(4-(1-methyl-2-oxo-1,2-dihydropyridin-4-yl)phenyl)ethyl)-4-phenyl-1,3-diazepan-2-one). Isolated yield 39.1%. Reaction SMILES: [OH:1][C:2]([CH3:36])([CH3:35])[CH2:3][C@:4]1([C:29]2[CH:34]=[CH:33][CH:32]=[CH:31][CH:30]=2)[CH2:10][CH2:9][CH2:8][N:7]([C@H:11]([C:13]2[CH:18]=[CH:17][C:16](B3OC(C)(C)C(C)(C)O3)=[CH:15][CH:14]=2)[CH3:12])[C:6](=[O:28])[NH:5]1.Br[C:38]1[CH:43]=[CH:42][N:41]([CH3:44])[C:40](=[O:45])[CH:39]=1.C([O-])([O-])=O.[Na+].[Na+]>Cl[Pd](Cl)([P](C1C=CC=CC=1)(C1C=CC=CC=1)C1C=CC=CC=1)[P](C1C=CC=CC=1)(C1C=CC=CC=1)C1C=CC=CC=1.O1CCOCC1>[OH:1][C:2]([CH3:35])([CH3:36])[CH2:3][C@:4]1([C:29]2[CH:30]=[CH:31][CH:32]=[CH:33][CH:34]=2)[CH2:10][CH2:9][CH2:8][N:7]([C@H:11]([C:13]2[CH:14]=[CH:15][C:16]([C:38]3[CH:43]=[CH:42][N:41]([CH3:44])[C:40](=[O:45])[CH:39]=3)=[CH:17][CH:18]=2)[CH3:12])[C:6](=[O:28])[NH:5]1 |f:2.3.4,^1:54,73|. Procedure details: (S)-4-(2-hydroxy-2-methylpropyl)-4-phenyl-1-((S)-1-(4-(4,4,5,5-tetramethyl-1,3,2-dioxaborolan-2-yl)phenyl)ethyl)-1,3-diazepan-2-one (10 mg, 0.02 mmol), 4-bromo-1-methylpyridin-2(1H)-one (7.6 mg, 2 equiv.), Pd(PPh3)2Cl2 (1 mg, cat. amount), 2M aq Na2CO3 solution (200 μL, excess), and 1,4-dioxane (2 mL) were mixed. The mixture was evacuated and refilled with Nitrogen gas 3×, before being heated to 130° C. in the microwave oven for 2 h. After being cooled down, the mixture was concentrated, acidifi...